Dataset: the Open Reaction Database (ORD), a public repository of structured organic reaction records. Task: describe an organic reaction: reactants, conditions, products, and yield The reactants are CCCCCBr, C1CCOC1, CC(=O)O, [Mg], COC1=C(C(=O)O)C(c2ccc3c(c2)OCO3)Oc2ccc(OC(C)C)cc21. Product: CCCCCC1=C(C(=O)O)C(c2ccc3c(c2)OCO3)Oc2ccc(OC(C)C)cc21. As a reaction SMILES: [CH2:1]([CH2:2][CH2:3][CH2:4][CH3:5])[Br:6].[CH2:40]1[O:41][CH2:42][CH2:43][CH2:44]1.[CH3:36][C:37](=[O:38])[OH:39].[Mg:7].[O:8]1[CH2:9][O:10][c:11]2[c:12]1[cH:13][cH:14][c:15]([CH:17]1[O:18][c:19]3[cH:20][cH:21][c:22]([O:32][CH:33]([CH3:34])[CH3:35])[cH:23][c:24]3[C:25]([O:30][CH3:31])=[C:26]1[C:27](=[O:28])[OH:29])[cH:16]2>>[CH2:1]([CH2:2][CH2:3][CH2:4][CH3:5])[C:25]1=[C:26]([C:27](=[O:28])[OH:29])[CH:17]([c:15]2[cH:14][cH:13][c:12]3[c:11]([cH:16]2)[O:10][CH2:9][O:8]3)[O:18][c:19]2[cH:20][cH:21][c:22]([O:32][CH:33]([CH3:34])[CH3:35])[cH:23][c:24]21.